This data is from the Open Reaction Database (ORD), a public repository of structured organic reaction records. The task is: describe an organic reaction: reactants, conditions, products, and yield Reactants: CC(O)CCC1=C(C2CCCCC2)C=C[SH]1N(C)C, CCO, Cl. Product: CC=CCC1=C(C2CCCCC2)C=C[SH]1N(C)C. Reaction SMILES: [CH3:1][N:2]([SH:3]1[C:4]([CH2:14][CH2:15][CH:16]([CH3:17])[OH:18])=[C:5]([CH:8]2[CH2:9][CH2:10][CH2:11][CH2:12][CH2:13]2)[CH:6]=[CH:7]1)[CH3:19].[CH3:21][CH2:22][OH:23].[ClH:20]>>[CH3:1][N:2]([SH:3]1[C:4]([CH2:14][CH:15]=[CH:16][CH3:17])=[C:5]([CH:8]2[CH2:9][CH2:10][CH2:11][CH2:12][CH2:13]2)[CH:6]=[CH:7]1)[CH3:19]. Starting materials: [OH-].[Na+] (NaOH), FC(C(=O)O)(F)F (trifluoroacetic acid), C(#N)C=1C=C(C=CC1NC(=O)C1=NN(C=C1)C1=CC=C(C=C1)F)C1CN(CCO1)C(=O)OC(C)(C)C (tert-butyl (RS)-2-(3-cyano-4-(1-(4-fluorophenyl)-1H-pyrazole-3-carboxamido)phenyl)morpholine-4-carboxylate). Run in O (water), C(C)#N (acetonitrile). Run at temperature 80 celsius, time 5 hour. Yields the product C(#N)C1=C(C=CC(=C1)C1CNCCO1)NC(=O)C1=NN(C=C1)C1=CC=C(C=C1)F ((RS)—N-(2-cyano-4-(morpholin-2-yl)phenyl)-1-(4-fluorophenyl)-1H-pyrazole-3-carboxamide). Isolated yield 61.3%. As a reaction SMILES: FC(F)(F)C(O)=O.[C:8]([C:10]1[CH:11]=[C:12]([CH:31]2[O:36][CH2:35][CH2:34][N:33](C(OC(C)(C)C)=O)[CH2:32]2)[CH:13]=[CH:14][C:15]=1[NH:16][C:17]([C:19]1[CH:23]=[CH:22][N:21]([C:24]2[CH:29]=[CH:28][C:27]([F:30])=[CH:26][CH:25]=2)[N:20]=1)=[O:18])#[N:9].[OH-].[Na+]>O.C(#N)C>[C:8]([C:10]1[CH:11]=[C:12]([CH:31]2[O:36][CH2:35][CH2:34][NH:33][CH2:32]2)[CH:13]=[CH:14][C:15]=1[NH:16][C:17]([C:19]1[CH:23]=[CH:22][N:21]([C:24]2[CH:25]=[CH:26][C:27]([F:30])=[CH:28][CH:29]=2)[N:20]=1)=[O:18])#[N:9] |f:2.3|. Procedure details: To a stirred solution of trifluoroacetic acid (84 μl) in water (4.5 ml) was added a solution of tert-butyl (RS)-2-(3-cyano-4-(1-(4-fluorophenyl)-1H-pyrazole-3-carboxamido)phenyl)morpholine-4-carboxylate (41 mg) in acetonitrile (2 ml). The reaction mixture was then capped and the mixture was shaken at 80° C. for 5 h. The reaction mixture was then cooled to room temperature and poured into 1 M aq. NaOH and the resulting mixture was extracted twice with EtOAc. The organic layers were dried over Na2... Starting materials: C(C)(=O)C=1N(C2=CC(=CC=C2C1C(=O)NCC1=CC(=C(C=C1)F)F)OC(C)C)CC1=NC=CC=C1 (2-acetyl-N-(3,4-difluorobenzyl)-6-isopropoxy-1-(pyridin-2-ylmethyl)-1H-indole-3-carboxamide), C(C)(=O)C=1N(C2=CC(=CC=C2C1C(=O)NCC1=CC(=C(C=C1)F)F)OC(C)C)CC1=NC=CC=C1 (2-acetyl-N-(3,4-difluorobenzyl)-6-isopropoxy-1-(pyridin-2-ylmethyl)-1H-indole-3-carboxamide), ON.Cl (HONH2.HCl), N1=CC=CC=C1 (pyridine). Run in CO (MeOH). Run at temperature 65 celsius, time 20 hour. Yields the product FC=1C=C(CNC(=O)C2=C(N(C3=CC(=CC=C23)OC(C)C)CC2=NC=CC=C2)/C(/C)=N/O)C=CC1F ((E)-N-(3,4-Difluorobenzyl)-2-(1-(hydroxyimino)ethyl)-6-isopropoxy-1-(pyridin-2-ylmethyl)-1H-indole-3-carboxamide). As a reaction SMILES: [C:1]([C:4]1[N:5]([CH2:29][C:30]2[CH:35]=[CH:34][CH:33]=[CH:32][N:31]=2)[C:6]2[C:11]([C:12]=1[C:13]([NH:15][CH2:16][C:17]1[CH:22]=[CH:21][C:20]([F:23])=[C:19]([F:24])[CH:18]=1)=[O:14])=[CH:10][CH:9]=[C:8]([O:25][CH:26]([CH3:28])[CH3:27])[CH:7]=2)(=O)[CH3:2].[OH:36][NH2:37].Cl.N1C=CC=CC=1>CO>[F:24][C:19]1[CH:18]=[C:17]([CH:22]=[CH:21][C:20]=1[F:23])[CH2:16][NH:15][C:13]([C:12]1[C:11]2[C:6](=[CH:7][C:8]([O:25][CH:26]([CH3:27])[CH3:28])=[CH:9][CH:10]=2)[N:5]([CH2:29][C:30]2[CH:35]=[CH:34][CH:33]=[CH:32][N:31]=2)[C:4]=1/[C:1](=[N:37]/[OH:36])/[CH3:2])=[O:14] |f:1.2|. Procedure details: General Procedure Q. To a solution of 2-acetyl-N-(3,4-difluorobenzyl)-6-isopropoxy-1-(pyridin-2-ylmethyl)-1H-indole-3-carboxamide (Compound 109, 18 mg, 0.038 mmol) in MeOH (3 ml) was added HONH2.HCl (8.0 mg, 0.11 mmol) and pyridine (30 μl, 0.38 mmol). The reaction was stirred at 65° C. for 20 h and the solvent was removed in vacuo. The residue was purified by PTLC (75% EtOAc-hexanes) to yield the title compound. Reactants: C1CCOC1, CO, CCC(CS(=O)(=O)NC1COC1)N1C(=O)C(C)(CC(=O)OC)CC(c2cccc(Cl)c2)C1c1ccc(Cl)cc1, Cl, [Li+], [OH-]. Product: CCC(CS(=O)(=O)NC1COC1)N1C(=O)C(C)(CC(=O)O)CC(c2cccc(Cl)c2)C1c1ccc(Cl)cc1. RXN SMILES: [CH2:43]1[O:44][CH2:45][CH2:46][CH2:47]1.[CH3:48][OH:49].[Cl:1][c:2]1[cH:3][c:4]([CH:8]2[CH2:9][C:10]([CH3:34])([CH2:35][C:36](=[O:37])[O:38][CH3:39])[C:11](=[O:33])[N:12]([CH:21]([CH2:22][S:23]([NH:24][CH:25]3[CH2:26][O:27][CH2:28]3)(=[O:29])=[O:30])[CH2:31][CH3:32])[CH:13]2[c:14]2[cH:15][cH:16][c:17]([Cl:20])[cH:18][cH:19]2)[cH:5][cH:6][cH:7]1.[ClH:42].[Li+:40].[OH-:41]>>[Cl:1][c:2]1[cH:3][c:4]([CH:8]2[CH2:9][C:10]([CH3:34])([CH2:35][C:36](=[O:37])[OH:38])[C:11](=[O:33])[N:12]([CH:21]([CH2:22][S:23]([NH:24][CH:25]3[CH2:26][O:27][CH2:28]3)(=[O:29])=[O:30])[CH2:31][CH3:32])[CH:13]2[c:14]2[cH:15][cH:16][c:17]([Cl:20])[cH:18][cH:19]2)[cH:5][cH:6][cH:7]1. Starting materials: O=C([O-])[O-], O=C(OCc1ccccc1)N1CCCNCC1, CN(C)CCCl, CN(C)C=O, [K+], [K+]. Yields the product CN(C)CCN1CCCN(C(=O)OCc2ccccc2)CC1. Reaction SMILES: [C:18](=[O:19])([O-:20])[O-:21].[CH2:1]([c:2]1[cH:3][cH:4][cH:5][cH:6][cH:7]1)[O:8][C:9](=[O:10])[N:11]1[CH2:12][CH2:13][NH:14][CH2:15][CH2:16][CH2:17]1.[CH3:24][N:25]([CH2:26][CH2:27][Cl:28])[CH3:29].[CH3:30][N:31]([CH3:32])[CH:33]=[O:34].[K+:22].[K+:23]>>[CH2:1]([c:2]1[cH:3][cH:4][cH:5][cH:6][cH:7]1)[O:8][C:9](=[O:10])[N:11]1[CH2:12][CH2:13][N:14]([CH2:27][CH2:26][N:25]([CH3:24])[CH3:29])[CH2:15][CH2:16][CH2:17]1. Starting materials: O1CCOCC1 (dioxane), ClCC(C)=O (chloroacetone), C1(=CC=CC=C1)S(=O)[O-].[Na+] (Sodium benzenesulfinate). Solvent: O (water). Reaction conditions: temperature 50 celsius. Product: C1(=CC=CC=C1)S(=O)(=O)CC(C)=O ((phenylsulfonyl)acetone). The yield is 60.3%. Reaction SMILES: [C:1]1([S:7]([O-:9])=[O:8])[CH:6]=[CH:5][CH:4]=[CH:3][CH:2]=1.[Na+].O1CCOCC1.Cl[CH2:18][C:19](=[O:21])[CH3:20]>O>[C:1]1([S:7]([CH2:18][C:19](=[O:21])[CH3:20])(=[O:9])=[O:8])[CH:6]=[CH:5][CH:4]=[CH:3][CH:2]=1 |f:0.1|. Procedure details: Sodium benzenesulfinate (50 g, 304.6 mmol) was dissolved in water (200 ml). A dioxane solution (200 ml) of chloroacetone (29.6 g, 319.9 mmol) was added and the solution was stirred and heated to 50° C. for 22 hours then cooled to approximately 25° C. The solution was extracted with methylene chloride (2X, 250 ml), the methylene chloride layers were combined and washed with saturated aqueous sodium bicarbonate solution (1X, 250 ml) and water (1X, 250 ml) then the aqueous wash solutions were combi... Reactants: C1CCOC1, [Cl-], COC(=O)Cc1ccc(Oc2ccc(C(=O)NCCc3ccc(Cl)cc3)cc2[N+](=O)[O-])c(Cl)c1, ClCCl, [NH4+], [Na+], [Na+], O=C([O-])[O-]. Product: COC(=O)Cc1ccc(Oc2ccc(C(=O)NCCc3ccc(Cl)cc3)cc2N)c(Cl)c1. As a reaction SMILES: [CH2:46]1[O:47][CH2:48][CH2:49][CH2:50]1.[Cl-:35].[Cl:1][c:2]1[cH:3][cH:4][c:5]([CH2:6][CH2:7][NH:8][C:9](=[O:10])[c:11]2[cH:12][c:13]([N+:30]([O-:31])=[O:32])[c:14]([O:15][c:16]3[c:17]([Cl:27])[cH:18][c:19]([CH2:22][C:23](=[O:24])[O:25][CH3:26])[cH:20][cH:21]3)[cH:28][cH:29]2)[cH:33][cH:34]1.[Cl:37][CH2:38][Cl:39].[NH4+:36].[Na+:40].[Na+:41].[O-:42][C:43](=[O:44])[O-:45]>>[Cl:1][c:2]1[cH:3][cH:4][c:5]([CH2:6][CH2:7][NH:8][C:9](=[O:10])[c:11]2[cH:12][c:13]([NH2:30])[c:14]([O:15][c:16]3[c:17]([Cl:27])[cH:18][c:19]([CH2:22][C:23](=[O:24])[O:25][CH3:26])[cH:20][cH:21]3)[cH:28][cH:29]2)[cH:33][cH:34]1. The reactants are ClCC(CC(=O)OCC)O (ethyl 4-chloro-3-hydroxybutyrate), C[Si](C)Cl (DMCS). Yields the product ClCC(CC(=O)OCC)=O (Ethyl 4-Chloroacetoacetate). As a reaction SMILES: [Cl:1][CH2:2][CH:3]([OH:10])[CH2:4][C:5]([O:7][CH2:8][CH3:9])=[O:6].C[Si](Cl)C>>[Cl:1][CH2:2][C:3](=[O:10])[CH2:4][C:5]([O:7][CH2:8][CH3:9])=[O:6] |^1:11|. Reported procedure: The quantitation of ethyl 4-chloro-3-hydroxybutyrate was carried out by gas chromatography. Thus, using a glass column (ID 3 mm×1 m) packed with PEG-20M Chromosorb WAW DMCS 10%, 80/100 mesh (product of GL Sciences Inc.), chromatography was carried out at 150° C. The detection was made by FID. Reactants: CC1=CC=C(COC=2C=CC3=C(C=C(CCC3)C(=O)OC)C2)C=C1 (methyl 2-(4-methylbenzyloxy)-6,7-dihydro-5H-benzocycloheptene-8-carboxylate), Cl (hydrochloric acid), aqueous solution, [OH-].[Na+] (sodium hydroxide). Run in CO (methanol), C1CCOC1 (THF). Run at time 18 hour. Yields the product CC1=CC=C(COC=2C=CC3=C(C=C(CCC3)C(=O)O)C2)C=C1 (2-(4-methylbenzyloxy)-6,7-dihydro-5H-benzocycloheptene-8-carboxylic acid). The yield is 94.2%. RXN SMILES: [CH3:1][C:2]1[CH:24]=[CH:23][C:5]([CH2:6][O:7][C:8]2[CH:9]=[CH:10][C:11]3[CH2:17][CH2:16][CH2:15][C:14]([C:18]([O:20]C)=[O:19])=[CH:13][C:12]=3[CH:22]=2)=[CH:4][CH:3]=1.[OH-].[Na+].Cl>CO.C1COCC1>[CH3:1][C:2]1[CH:3]=[CH:4][C:5]([CH2:6][O:7][C:8]2[CH:9]=[CH:10][C:11]3[CH2:17][CH2:16][CH2:15][C:14]([C:18]([OH:20])=[O:19])=[CH:13][C:12]=3[CH:22]=2)=[CH:23][CH:24]=1 |f:1.2|. Procedure details: To methyl 2-(4-methylbenzyloxy)-6,7-dihydro-5H-benzocycloheptene-8-carboxylate (2.34 g, 7.26 mmol) dissolved in a mixed solvent of methanol (25 ml) and THF (25 ml) was added a 1N aqueous solution of sodium hydroxide (23 ml), and the resulting mixture was stirred at room temperature for 18 hours. The reaction mixture was mixed with 1 N hydrochloric acid (23 ml) at room temperature, was concentrated under reduced pressure and was mixed with water, and an insoluble material was collected by filtrat... The reactants are [Al+3], CCN(CC(C)Nc1c(C)cccc1C)C(C)=O, CCOCC, [H-], [H-], [H-], [H-], [Li+]. Product: CCN(CC)CC(C)Nc1c(C)cccc1C. RXN SMILES: [Al+3:20].[CH2:1]([CH3:2])[N:3]([C:4]([CH3:5])=[O:6])[CH2:7][CH:8]([CH3:9])[NH:10][c:11]1[c:12]([CH3:18])[cH:13][cH:14][cH:15][c:16]1[CH3:17].[CH3:25][CH2:26][O:27][CH2:28][CH3:29].[H-:19].[H-:22].[H-:23].[H-:24].[Li+:21]>>[CH2:1]([CH3:2])[N:3]([CH2:4][CH3:5])[CH2:7][CH:8]([CH3:9])[NH:10][c:11]1[c:12]([CH3:18])[cH:13][cH:14][cH:15][c:16]1[CH3:17].